describe an organic reaction: reactants, conditions, products, and yield From a dataset of the Open Reaction Database (ORD), a public repository of structured organic reaction records. The reactants are FC(C(=O)NC1=CC(=C(C=C1)CC1=C2C(=NC=C1)N(C=C2)COCC[Si](C)(C)C)F)(F)F (2,2,2-trifluoro-N-{3-fluoro-4-[(1-{[2-(trimethylsilyl)ethoxy]methyl}-1H-pyrrolo[2,3-b]pyridin-4-yl)methyl]phenyl}acetamide), BrN1C(CCC1=O)=O (N-bromo-succinimide). Run in C(Cl)(Cl)(Cl)Cl (carbon tetrachloride), O (water), ClCCl (dichloromethane). Product: BrC1=CN(C2=NC=CC(=C21)CC2=C(C=C(C=C2)NC(C(F)(F)F)=O)F)COCC[Si](C)(C)C (N-{4-[(3-Bromo-1-{[2-(trimethylsilyl)ethoxy]methyl}-1H-pyrrolo[2,3-b]pyridin-4-yl)methyl]-3-fluorophenyl}-2,2,2-trifluoroacetamide). As a reaction SMILES: [F:1][C:2]([F:32])([F:31])[C:3]([NH:5][C:6]1[CH:11]=[CH:10][C:9]([CH2:12][C:13]2[CH:18]=[CH:17][N:16]=[C:15]3[N:19]([CH2:22][O:23][CH2:24][CH2:25][Si:26]([CH3:29])([CH3:28])[CH3:27])[CH:20]=[CH:21][C:14]=23)=[C:8]([F:30])[CH:7]=1)=[O:4].[Br:33]N1C(=O)CCC1=O>C(Cl)(Cl)(Cl)Cl.O.ClCCl>[Br:33][C:21]1[C:14]2[C:15](=[N:16][CH:17]=[CH:18][C:13]=2[CH2:12][C:9]2[CH:10]=[CH:11][C:6]([NH:5][C:3](=[O:4])[C:2]([F:1])([F:31])[F:32])=[CH:7][C:8]=2[F:30])[N:19]([CH2:22][O:23][CH2:24][CH2:25][Si:26]([CH3:27])([CH3:28])[CH3:29])[CH:20]=1. Procedure: 200 mg (0.38 mmol) of 2,2,2-trifluoro-N-{3-fluoro-4-[(1-{[2-(trimethylsilyl)ethoxy]methyl}-1H-pyrrolo[2,3-b]pyridin-4-yl)methyl]phenyl}acetamide and 68.5 mg (0.38 mmol) of N-bromo-succinimide in 8 ml of carbon tetrachloride are heated at reflux for 20 min. After cooling, the mixture is diluted with water and dichloromethane and extracted. The organic phase is separated off, dried over sodium sulfate and concentrated under reduced pressure. Starting materials: BrC1=NC(=CC=C1)Br (2,6-Dibromopyridine), CC(C)(O[Si](CC)(CC)CC)C1=NC=2N(C=C1)C(=CN2)[Sn](CCCC)(CCCC)CCCC (7-(1-methyl-1-triethylsilanyloxyethyl)-3-tributylstannylimidazo[1,2-α]pyrimidine). Yields the product BrC1=CC=CC(=N1)C1=CN=C2N1C=CC(=N2)C(C)(O[Si](CC)(CC)CC)C (3-(6-bromopyridin-2-yl)-7-(1-methyl-1-triethylsilanyloxyethyl)imidazo[1,2-α]pyrimidine). RXN SMILES: Br[C:2]1[CH:7]=[CH:6][CH:5]=[C:4]([Br:8])[N:3]=1.[CH3:9][C:10]([C:20]1[CH:25]=[CH:24][N:23]2[C:26]([Sn](CCCC)(CCCC)CCCC)=[CH:27][N:28]=[C:22]2[N:21]=1)([O:12][Si:13]([CH2:18][CH3:19])([CH2:16][CH3:17])[CH2:14][CH3:15])[CH3:11]>>[Br:8][C:4]1[N:3]=[C:2]([C:26]2[N:23]3[CH:24]=[CH:25][C:20]([C:10]([CH3:9])([O:12][Si:13]([CH2:14][CH3:15])([CH2:18][CH3:19])[CH2:16][CH3:17])[CH3:11])=[N:21][C:22]3=[N:28][CH:27]=2)[CH:7]=[CH:6][CH:5]=1. Procedure details: 2,6-Dibromopyridine was coupled with 7-(1-methyl-1-triethylsilanyloxyethyl)-3-tributylstannylimidazo[1,2-α]pyrimidine by the method of Example 1 to afford 3-(6-bromopyridin-2-yl)-7-(1-methyl-1-triethylsilanyloxyethyl)imidazo[1,2-α]pyrimidine as an orange oil: δH (360 MHz, CDCl3) 0.69 (6H, q, J 8), 0.99 (9H, q, J 8), 1.69 (6H, s), 7.34 (1H, d, J 7), 7.54-7.62 (2H, m), 7.69 (1H, d, J 8), 8.29 (1H, s), 10.00 (1H, d, J 7).